From a dataset of the Open Reaction Database (ORD), a public repository of structured organic reaction records. describe an organic reaction: reactants, conditions, products, and yield Starting materials: C([O-])(O)=O.[Na+] (sodium bicarbonate), Cl (hydrochloride), carboxymethyl cellulose sodium, Cl.OC1[C@H](N)[C@@H](O)[C@H](O)[C@H](O1)CO (glucosamine-hydrochloride), C(#N)[BH3-].[Na+] (sodium cyanoborohydride). Product: N[C@@H](C=O)[C@@H](O)[C@H](O)[C@H](O)CO (2-amino-2-deoxy-glucose), carboxymethyl cellulose. RXN SMILES: Cl.[OH:2][CH:3]1[O:11][C@H:10]([CH2:12][OH:13])[C@@H:8]([OH:9])[C@H:6]([OH:7])[C@H:4]1[NH2:5].C(=O)(O)[O-].[Na+].Cl.C([BH3-])#N.[Na+]>>[NH2:5][C@H:4]([C@H:6]([C@@H:8]([C@@H:10]([CH2:12][OH:13])[OH:11])[OH:9])[OH:7])[CH:3]=[O:2] |f:0.1,2.3,5.6|. Procedure details: Reactions of carboxymethyl cellulose sodium salt (0.5-1.0% w/v) were carried out with glucosamine-hydrochloride (1.5-3.0% w/v) in the presence of equimolar amounts of base, such as a sodium bicarbonate solution (0.55-1.1% w/v) to neutralize the hydrochloride, sodium cyanoborohydride as reducing reagent (0.27-0.50% w/v), at room temperature, producing 2-amino-2-deoxy-glucose derivatives of carboxymethyl cellulose with nitrogen incorporation values of 2.60-3.07%, as shown in Table 2, page 17. Starting materials: CC(=O)O, COc1ccc(-c2oc(C)c(C)[n+]2[O-])cc1, [Zn]. Yields the product COc1ccc(-c2nc(C)c(C)o2)cc1. As a reaction SMILES: [CH3:17][C:18](=[O:19])[OH:20].[CH3:1][O:2][c:3]1[cH:4][cH:5][c:6](-[c:9]2[o:10][c:11]([CH3:16])[c:12]([CH3:15])[n+:13]2[O-:14])[cH:7][cH:8]1.[Zn:21]>>[CH3:1][O:2][c:3]1[cH:4][cH:5][c:6](-[c:9]2[o:10][c:11]([CH3:16])[c:12]([CH3:15])[n:13]2)[cH:7][cH:8]1. Solvent: C1=CC=CC=C1 (benzene), C1=CC=CC=C1 (benzene). Reactants: C(C)N(C(N(C)C)=O)C (3-ethyl-1,1,3-trimethylurea), NC1=C(C=CC=C1)N1CCOCC1 (4-(2-aminophenyl)morpholine), P(=O)(Cl)(Cl)Cl (phosphorus oxychloride). Reported procedure: Reaction of 3-ethyl-1,1,3-trimethylurea (6.57 g) in benzene (70 ml) with 4-(2-aminophenyl)morpholine (6 g) in benzene (30 ml) in the presence of phosphorus oxychloride (4.71 ml) for 45 hours at 65°-70° C. gave 1-ethyl-2-(2-morpholinophenyl)-1,3,3-trimethylguanidine (bp. 140° C. at 0.2 mm Hg). RXN SMILES: [CH2:1]([N:3]([CH3:9])[C:4](=O)[N:5]([CH3:7])[CH3:6])[CH3:2].[NH2:10][C:11]1[CH:16]=[CH:15][CH:14]=[CH:13][C:12]=1[N:17]1[CH2:22][CH2:21][O:20][CH2:19][CH2:18]1.P(Cl)(Cl)(Cl)=O>C1C=CC=CC=1>[CH2:1]([N:3]([CH3:9])[C:4]([N:5]([CH3:7])[CH3:6])=[N:10][C:11]1[CH:16]=[CH:15][CH:14]=[CH:13][C:12]=1[N:17]1[CH2:22][CH2:21][O:20][CH2:19][CH2:18]1)[CH3:2]. The product is C(C)N(C(=NC1=C(C=CC=C1)N1CCOCC1)N(C)C)C (1-ethyl-2-(2-morpholinophenyl)-1,3,3-trimethylguanidine). Starting materials: ClC1=CC=C2C(=CC=NC2=C1)NCCCN1CCN(CC1)CCCNC1=CC=NC2=CC(=CC=C12)Cl (1,4-bis{3-[N-(7-chloroquinolin-4-yl)amino]propyl}piperazine), C(=O)([O-])[O-].[K+].[K+] (K2CO3), example 1, BrCCCCCCBr (1,6-dibromohexane). Solvent: CN(C)C=O (DMF). Conditions: time 48 hour. The product is N1(CCCCCC1)CCCN1CCN(CC1)CCCNC1=CC=NC2=CC(=CC=C12)Cl (N-3-[4-(3-azepan-1-ylpropyl)piperazin-1-yl]propyl-N-(7-chloro-4-quinolyl)-amine). RXN SMILES: [Cl:1][C:2]1[CH:11]=[C:10]2[C:5]([C:6]([NH:12][CH2:13][CH2:14][CH2:15][N:16]3[CH2:21][CH2:20][N:19]([CH2:22][CH2:23][CH2:24][NH:25][C:26]4[C:35]5[C:30](=[CH:31][C:32](Cl)=[CH:33]C=5)N=CC=4)[CH2:18][CH2:17]3)=[CH:7][CH:8]=[N:9]2)=[CH:4][CH:3]=1.BrCCCCCCBr.C([O-])([O-])=O.[K+].[K+]>CN(C=O)C>[N:25]1([CH2:24][CH2:23][CH2:22][N:19]2[CH2:20][CH2:21][N:16]([CH2:15][CH2:14][CH2:13][NH:12][C:6]3[C:5]4[C:10](=[CH:11][C:2]([Cl:1])=[CH:3][CH:4]=4)[N:9]=[CH:8][CH:7]=3)[CH2:17][CH2:18]2)[CH2:26][CH2:35][CH2:30][CH2:31][CH2:32][CH2:33]1 |f:2.3.4|. Procedure details: To a solution of 1,4-bis{3-[N-(7-chloroquinolin-4-yl)amino]propyl}piperazine described in example 1 (0.15 g, 0.41 mmol), 1,6-dibromohexane (0.077 mL, 0.5 mmol) in DMF (5 mL), K2CO3 (287 mg, 2.07 mmol) is added. After stirring the mixture at room temperature for 48 h, the solvent was removed under reduced pressure. The residue was solubilized in CH2Cl2, washed with NaHCO3 1M and dried over MgSO4. Crude compound is purified by thick-layer chromatography (CH2Cl2/MeOH/NH4OH: 80/20/2.7). The reactants are [Cl-].[Al+3].[Cl-].[Cl-] (aluminum chloride), C#C (acetylene), C(CCCCCCC)(=O)Cl (octanoyl chloride). The solvent is C(Cl)(Cl)(Cl)Cl (carbon tetrachloride). Reaction conditions: time 3 hour. Yields the product Cl\C=C\C(CCCCCCC)=O (trans-1-chloro-dec-1-en-3-one). As a reaction SMILES: [C:1](Cl)(=[O:9])[CH2:2][CH2:3][CH2:4][CH2:5][CH2:6][CH2:7][CH3:8].[Cl-:11].[Al+3].[Cl-].[Cl-].[CH:15]#[CH:16]>C(Cl)(Cl)(Cl)Cl>[Cl:11]/[CH:15]=[CH:16]/[C:1](=[O:9])[CH2:2][CH2:3][CH2:4][CH2:5][CH2:6][CH2:7][CH3:8] |f:1.2.3.4|. Procedure details: A solution of 200 ml of octanoyl chloride (A6R1 =C2H5) in 750 ml of carbon tetrachloride is cooled on an ice bath and treated with 214 g of aluminum chloride in three portions over a 1 hour period while acetylene is bubbled through the solution. The ice bath is removed and the reaction mixture stirred at room temperature for 3 hours with additional acetylene being added. At the end of this period, the reaction mixture is poured into 4 kg of ice. The organic layer is separated and the aqueous lay...